From a dataset of the Open Reaction Database (ORD), a public repository of structured organic reaction records. describe an organic reaction: reactants, conditions, products, and yield Starting materials: BrC=1N=C(C(N(C1)C)=O)NC=1C=C2CCNCC2=CC1 (5-Bromo-1-methyl-3-(1,2,3,4-tetrahydroisoquinolin-6-ylamino)pyrazin-2(1H)-one), C=O (formaldehyde), [BH-](OC(=O)C)(OC(=O)C)OC(=O)C.[Na+] (NaBH(OAc)3), CC(=O)O (AcOH), [OH-].[Na+] (NaOH). Run in CO (methanol). Conditions: time 4 hour. Product: BrC=1N=C(C(N(C1)C)=O)NC=1C=C2CCN(CC2=CC1)C (5-Bromo-1-methyl-3-(2-methyl-1,2,3,4-tetrahydroisoquinolin-6-ylamino)pyrazin-2(1H)-one). As a reaction SMILES: [Br:1][C:2]1[N:3]=[C:4]([NH:10][C:11]2[CH:12]=[C:13]3[C:18](=[CH:19][CH:20]=2)[CH2:17][NH:16][CH2:15][CH2:14]3)[C:5](=[O:9])[N:6]([CH3:8])[CH:7]=1.C=O.[BH-](OC(C)=O)(OC(C)=O)O[C:25](C)=O.[Na+].CC(O)=O.[OH-].[Na+]>CO>[Br:1][C:2]1[N:3]=[C:4]([NH:10][C:11]2[CH:12]=[C:13]3[C:18](=[CH:19][CH:20]=2)[CH2:17][N:16]([CH3:25])[CH2:15][CH2:14]3)[C:5](=[O:9])[N:6]([CH3:8])[CH:7]=1 |f:2.3,5.6|. Reported procedure: A mixture of 221a (2.75 g, 7.5 mmol), formaldehyde (37% in H2O, 30 mL, 375 mmol), NaBH(OAc)3 (4.75 g, 22.5 mmol), and AcOH (25 ml, 150 mmol) in methanol (125 ml) was stirred for 4 hours at room temperature. The mixture was then brought to basic condition with saturated NaOH solution and extracted with ethyl acetate. The organic layer was dried over Na2SO4 and evaporated under reduced pressure. The residue was purified by column chromatography eluting with 4:1 ethyl acetate/methanol to give 221b....